From a dataset of the Open Reaction Database (ORD), a public repository of structured organic reaction records. describe an organic reaction: reactants, conditions, products, and yield Reactants: [K+].[Br-] (KBr), C(C)(=O)OC1C(OC2=C(C1NC(C1=CC=C(C=C1)[N+](=O)[O-])=O)SC(=C2)C(C)=O)(C)C (6-Acetoxy-2-acetyl-5,6-dihydro-5,5-dimethyl-7-(4-nitrobenzamido)-7H-thienopyran), [OH-].[Na+] (sodium hydroxide), resultant solution, O (water). Run in CO (methanol). Reaction conditions: time 2 hour. Product: C(C)(=O)C1=CC=2OC(C(C(C2S1)NC(C1=CC=C(C=C1)[N+](=O)[O-])=O)O)(C)C (2-Acetyl-5,6-dihydro-6-hydroxy-5,5-dimethyl-7-(4-nitrobenzamido)-7H-thieno[3,2-b]pyran). Reaction SMILES: C([O:4][CH:5]1[CH:10]([NH:11][C:12](=[O:22])[C:13]2[CH:18]=[CH:17][C:16]([N+:19]([O-:21])=[O:20])=[CH:15][CH:14]=2)[C:9]2[S:23][C:24]([C:26](=[O:28])[CH3:27])=[CH:25][C:8]=2[O:7][C:6]1([CH3:30])[CH3:29])(=O)C.[OH-].[Na+].O.[K+].[Br-]>CO>[C:26]([C:24]1[S:23][C:9]2[CH:10]([NH:11][C:12](=[O:22])[C:13]3[CH:14]=[CH:15][C:16]([N+:19]([O-:21])=[O:20])=[CH:17][CH:18]=3)[CH:5]([OH:4])[C:6]([CH3:30])([CH3:29])[O:7][C:8]=2[CH:25]=1)(=[O:28])[CH3:27] |f:1.2,4.5|. Procedure details: 6-Acetoxy-2-acetyl-5,6-dihydro-5,5-dimethyl-7-(4-nitrobenzamido)-7H-thienopyran (0.60 g, 1.39 mmol) was treated with aqueous sodium hydroxide (1N, 1.5 mL, 1.5 mmol) in methanol (10 mL) at rt and stirred for 2 h. The resultant solution was poured into water and extracted with 5% isopropanol in dichloromethane. The organic phase was washed with water (3×) and dried over magnesium sulfate. The solvent was evaporated in vacuo and the resultant solid triturated in diethyl ether to give the product, 0... The reactants are FC=1C=C2C=C(NC2=CC1F)C=1C=CC(=C(C1)N=C=S)OC (5-(5,6-Difluoro-1H-indol-2-yl)-2-methoxy-phenyl isothiocyanate), FC=1C=C2C=C(NC2=CC1F)C=1C=CC(=C(C1)N=C=S)OC (5-(5,6-difluoro-1H-indol-2-yl)-2-methoxy-phenyl isothiocyanate), N[C@H]([C@@H](O)C1=CC=CC=C1)CO ((1S,2S)-(+)-2-amino-1-phenyl-1,3-propanediol). Procedure details: The product from Example 35, Step A, 5-(5,6-difluoro-1H-indol-2-yl)-2-methoxy-phenyl isothiocyanate (0.316 g, 1.0 mmol) was reacted with (1S,2S)-(+)-2-amino-1-phenyl-1,3-propanediol (0.167 g, 1.0 mmol) according to the procedure for Example 23, Step B to give the product after trituration with hexanes/ethyl acetate, 1/1, v/v and filtration through silica gel using hexanes/ethyl acetate, 1/1, v/v as eluant The resulting orange oil/foam was triturated with hexanes/ether to give the product as an o... As a reaction SMILES: [F:1][C:2]1[CH:3]=[C:4]2[C:8](=[CH:9][C:10]=1[F:11])[NH:7][C:6]([C:12]1[CH:13]=[CH:14][C:15]([O:21][CH3:22])=[C:16]([N:18]=[C:19]=[S:20])[CH:17]=1)=[CH:5]2.[NH2:23][C@@H:24]([CH2:33][OH:34])[C@H:25]([C:27]1[CH:32]=[CH:31][CH:30]=[CH:29][CH:28]=1)[OH:26]>>[F:1][C:2]1[CH:3]=[C:4]2[C:8](=[CH:9][C:10]=1[F:11])[NH:7][C:6]([C:12]1[CH:13]=[CH:14][C:15]([O:21][CH3:22])=[C:16]([NH:18][C:19]([NH:23][C@@H:24]([CH2:33][OH:34])[C@@H:25]([OH:26])[C:27]3[CH:32]=[CH:31][CH:30]=[CH:29][CH:28]=3)=[S:20])[CH:17]=1)=[CH:5]2. The product is FC=1C=C2C=C(NC2=CC1F)C=1C=CC(=C(C1)NC(=S)N[C@H]([C@H](C1=CC=CC=C1)O)CO)OC (1-[5-(5,6-Difluoro-1H-indol-2-yl)-2-methoxy-phenyl]-3-((1S,2S)-2-hydroxy-1-hydroxymethyl-2-phenyl-ethyl)-thiourea).